Dataset: the Open Reaction Database (ORD), a public repository of structured organic reaction records. Task: describe an organic reaction: reactants, conditions, products, and yield Reactants: C1CCOC1, Cl, [Li+], CCOC(=O)C1CCN(C2CCN(C(=O)C(Cc3cc(Cl)c(N)c(C(F)(F)F)c3)OC(=O)N3CCC(N4CCc5ccccc5NC4=O)CC3)CC2)CC1, [OH-], O. Yields the product Nc1c(Cl)cc(CC(OC(=O)N2CCC(N3CCc4ccccc4NC3=O)CC2)C(=O)N2CCC(N3CCC(C(=O)O)CC3)CC2)cc1C(F)(F)F. Reaction SMILES: [CH2:59]1[O:60][CH2:61][CH2:62][CH2:63]1.[ClH:57].[Li+:2].[NH2:3][c:4]1[c:5]([Cl:56])[cH:6][c:7]([CH2:14][CH:15]([C:16](=[O:17])[N:18]2[CH2:19][CH2:20][CH:21]([N:24]3[CH2:25][CH2:26][CH:27]([C:30](=[O:31])[O:32][CH2:33][CH3:34])[CH2:28][CH2:29]3)[CH2:22][CH2:23]2)[O:35][C:36](=[O:37])[N:38]2[CH2:39][CH2:40][CH:41]([N:44]3[C:45](=[O:55])[NH:46][c:47]4[c:48]([cH:51][cH:52][cH:53][cH:54]4)[CH2:49][CH2:50]3)[CH2:42][CH2:43]2)[cH:8][c:9]1[C:10]([F:11])([F:12])[F:13].[OH-:1].[OH2:58]>>[NH2:3][c:4]1[c:5]([Cl:56])[cH:6][c:7]([CH2:14][CH:15]([C:16](=[O:17])[N:18]2[CH2:19][CH2:20][CH:21]([N:24]3[CH2:25][CH2:26][CH:27]([C:30](=[O:31])[OH:32])[CH2:28][CH2:29]3)[CH2:22][CH2:23]2)[O:35][C:36](=[O:37])[N:38]2[CH2:39][CH2:40][CH:41]([N:44]3[C:45](=[O:55])[NH:46][c:47]4[c:48]([cH:51][cH:52][cH:53][cH:54]4)[CH2:49][CH2:50]3)[CH2:42][CH2:43]2)[cH:8][c:9]1[C:10]([F:11])([F:12])[F:13]. Starting materials: CC(C)C[AlH]CC(C)C (DIBAL), [Cl-].[NH4+] (ammonium chloride), C(C)(C)(C)C1CCC(C(CCC1)=CC(=O)OCC)O[SiH](C)C (Ethyl 2-[5-(tert-butyl)dimethylsilyloxy-1-cyclooctylidene]acetate), solution, [H-].[Li+] (lithium hydride), [C@@H]([C@H](C(=O)[O-])O)(C(=O)[O-])O.[Na+].[K+] (Rochelle salt). Solvent: C1(=CC=CC=C1)C (toluene), C1(=CC=CC=C1)C (toluene). Run at temperature -50 celsius, time 1 hour. Product: C(C)(C)(C)C1CCC(C(CCC1)=CCO)O[SiH](C)C (2-[5-(Tert-butyl)dimethysilyloxy-1-cyclooctylidene]ethanol). The yield is 78.5%. Reaction SMILES: [C:1]([CH:5]1[CH2:12][CH2:11][CH2:10][C:9](=[CH:13][C:14](OCC)=[O:15])[CH:8]([O:19][SiH:20]([CH3:22])[CH3:21])[CH2:7][CH2:6]1)([CH3:4])([CH3:3])[CH3:2].[H-].[Li+].CC(C[AlH]CC(C)C)C.[Cl-].[NH4+].[C@H](O)(C([O-])=O)[C@@H](O)C([O-])=O.[Na+].[K+]>C1(C)C=CC=CC=1>[C:1]([CH:5]1[CH2:12][CH2:11][CH2:10][C:9](=[CH:13][CH2:14][OH:15])[CH:8]([O:19][SiH:20]([CH3:22])[CH3:21])[CH2:7][CH2:6]1)([CH3:4])([CH3:2])[CH3:3] |f:1.2,4.5,6.7.8|. Procedure details: 5.7 g of the above product (a) was dissolved in 150 ml of toluene, and the solution was cooled to −50° C. To the solution was added 20 ml of a solution (1.0M) of diisobutyl alminum lithium hydride (DIBAL) in toluene. The solution was stirred at −50° C. for one hour. To the reaction solution was added 26 ml of DIBAL solution, followed by stirring for further twenty minutes. Then, to the reaction solution was added 50 ml of a saturated ammonium chloride solution, followed by stirring at room tempe... Starting materials: CO, O, O=S(=O)(O)O, CC(=O)Nc1nc(-c2ccccc2)c[nH]1. Product: Nc1nc(-c2ccccc2)c[nH]1. As a reaction SMILES: [CH3:22][OH:23].[OH2:16].[S:17](=[O:18])(=[O:19])([OH:20])[OH:21].[c:1]1(-[c:7]2[n:8][c:9]([NH:12][C:13](=[O:14])[CH3:15])[nH:10][cH:11]2)[cH:2][cH:3][cH:4][cH:5][cH:6]1>>[c:1]1(-[c:7]2[n:8][c:9]([NH2:12])[nH:10][cH:11]2)[cH:2][cH:3][cH:4][cH:5][cH:6]1.